This data is from the Open Reaction Database (ORD), a public repository of structured organic reaction records. The task is: describe an organic reaction: reactants, conditions, products, and yield Reactants: O=C([O-])[O-], CI, CN(C)C=O, O=c1[nH]c(Cc2c(Cl)cccc2Cl)nc(-c2ccncc2)c1-c1ccc(F)cc1, [K+], [K+]. Yields the product Cn1c(Cc2c(Cl)cccc2Cl)nc(-c2ccncc2)c(-c2ccc(F)cc2)c1=O. As a reaction SMILES: [C:32](=[O:33])([O-:34])[O-:35].[CH3:1][I:2].[CH3:38][N:39]([CH3:40])[CH:41]=[O:42].[Cl:3][c:4]1[c:5]([CH2:6][c:7]2[n:8][c:9](-[c:21]3[cH:22][cH:23][n:24][cH:25][cH:26]3)[c:10](-[c:14]3[cH:15][cH:16][c:17]([F:20])[cH:18][cH:19]3)[c:11](=[O:13])[nH:12]2)[c:27]([Cl:31])[cH:28][cH:29][cH:30]1.[K+:36].[K+:37]>>[Cl:3][c:4]1[c:5]([CH2:6][c:7]2[n:8][c:9](-[c:21]3[cH:22][cH:23][n:24][cH:25][cH:26]3)[c:10](-[c:14]3[cH:15][cH:16][c:17]([F:20])[cH:18][cH:19]3)[c:11](=[O:13])[n:12]2[CH3:32])[c:27]([Cl:31])[cH:28][cH:29][cH:30]1. Reactants: [H-].[Na+] (NaH), BrCC (bromoethane), OC1=C2C=CNC2=CC=C1 (4-hydroxy indole). Solvent: CN(C)C=O (DMF), CN(C)C=O (DMF), CN(C)C=O (DMF). Run at temperature 0 celsius, time 30 minute. Yields the product C(C)OC1=C2C=CNC2=CC=C1 (4-ethoxyindole). Reaction SMILES: [H-].[Na+].[OH:3][C:4]1[CH:12]=[CH:11][CH:10]=[C:9]2[C:5]=1[CH:6]=[CH:7][NH:8]2.Br[CH2:14][CH3:15]>CN(C=O)C>[CH2:14]([O:3][C:4]1[CH:12]=[CH:11][CH:10]=[C:9]2[C:5]=1[CH:6]=[CH:7][NH:8]2)[CH3:15] |f:0.1|. Reported procedure: An oven dried two neck flask was charged with 5 ml DMF and NaH (66 mg, 60% in oil, 1.65 mmol). The mixture was cooled down to 0° C., followed by dropwise addition of 4-hydroxy indole (200 mg, 1.5 mmol) in 5 ml DMF over 10 second. After stirring for 30 min under N2, bromoethane in 2 ml DMF was added dropwise, and the reaction was allowed to warm to rt. with continued stirring for 2 hr. Removal of the solvent in vacuo, followed by aqueous work up afforded crude 4-ethoxyindole which was purified by... Starting materials: O=C([O-])[O-], Cc1ccc(S(=O)(=O)OCCCl)cc1, [K+], [K+], CN(C)C=O, O, COC(=O)c1cccc(O)c1. Yields the product COC(=O)c1cccc(OCCCl)c1. RXN SMILES: [C:12](=[O:13])([O-:14])[O-:15].[Cl:18][CH2:19][CH2:20][O:21][S:22]([c:23]1[cH:24][cH:25][c:26]([CH3:27])[cH:28][cH:29]1)(=[O:30])=[O:31].[K+:16].[K+:17].[O:33]=[CH:34][N:35]([CH3:36])[CH3:37].[OH2:32].[OH:1][c:2]1[cH:3][c:4]([C:5](=[O:6])[O:7][CH3:8])[cH:9][cH:10][cH:11]1>>[O:1]([c:2]1[cH:3][c:4]([C:5](=[O:6])[O:7][CH3:8])[cH:9][cH:10][cH:11]1)[CH2:20][CH2:19][Cl:18]. The reactants are CC(C)(C)c1ccc(S(=O)(=O)N(CC(=O)O)c2ccc3ncccc3c2)cc1, CCNCCO. Yields the product CCN(CCO)C(=O)CN(c1ccc2ncccc2c1)S(=O)(=O)c1ccc(C(C)(C)C)cc1. Reaction SMILES: [C:1]([CH3:2])([CH3:3])([CH3:4])[c:5]1[cH:6][cH:7][c:8]([S:11](=[O:12])(=[O:13])[N:14]([c:15]2[cH:16][c:17]3[cH:18][cH:19][cH:20][n:21][c:22]3[cH:23][cH:24]2)[CH2:25][C:26](=[O:27])[OH:28])[cH:9][cH:10]1.[CH2:29]([CH3:30])[NH:31][CH2:32][CH2:33][OH:34]>>[C:1]([CH3:2])([CH3:3])([CH3:4])[c:5]1[cH:6][cH:7][c:8]([S:11](=[O:12])(=[O:13])[N:14]([c:15]2[cH:16][c:17]3[cH:18][cH:19][cH:20][n:21][c:22]3[cH:23][cH:24]2)[CH2:25][C:26](=[O:27])[N:31]([CH2:29][CH3:30])[CH2:32][CH2:33][OH:34])[cH:9][cH:10]1. The reactants are C(C)(C)(C)OC(=O)N1[C@H]([C@H](CCC1)NCC1=C(C=C2CCCC(C2=C1)C(F)(F)F)OC)C1=CC=CC=C1 ((2S,3S)-1-tert-Butoxycarbonyl-3-((6-methoxy-1-(trifluoromethyl)-1,2,3,4-tetrahydronaphthalen-7-yl)methyl)amino-2-phenylpiperidine), FC(C)(F)C=1C=CC(=C(CN[C@@H]2[C@@H](NCCC2)C2=CC=CC=C2)C1)OC(F)(F)F ((2S,3S) -3-(5-(1,1-Difluoroethyl)-2-(trifluoromethoxy)benzyl)amino-2-phenylpiperidine). Product: COC=1C=C2CCCC(C2=CC1CN[C@@H]1[C@@H](NCCC1)C1=CC=CC=C1)C(F)(F)F ((2S,3S)-3-((6-Methoxy-1-(trifluoromethyl)-1,2,3,4-tetrahydronaphthalen-7-yl)methyl)amino-2-phenylpiperidine). RXN SMILES: C(OC([N:8]1[CH2:13][CH2:12][CH2:11][C@H:10]([NH:14][CH2:15][C:16]2[CH:25]=[C:24]3[C:19]([CH2:20][CH2:21][CH2:22][CH:23]3[C:26]([F:29])([F:28])[F:27])=[CH:18][C:17]=2[O:30][CH3:31])[C@@H:9]1[C:32]1[CH:37]=[CH:36][CH:35]=[CH:34][CH:33]=1)=O)(C)(C)C.FC(C1C=CC(OC(F)(F)F)=C(C=1)CN[C@H]1CCCN[C@H]1C1C=CC=CC=1)(F)C>>[CH3:31][O:30][C:17]1[CH:18]=[C:19]2[C:24](=[CH:25][C:16]=1[CH2:15][NH:14][C@H:10]1[CH2:11][CH2:12][CH2:13][NH:8][C@H:9]1[C:32]1[CH:37]=[CH:36][CH:35]=[CH:34][CH:33]=1)[CH:23]([C:26]([F:29])([F:27])[F:28])[CH2:22][CH2:21][CH2:20]2. Procedure: This compound was prepared from Compound 92 in the same manner of Compound 27. Starting materials: CC(C)(O)c1ccc(Br)c(CBr)c1, CCNC(=O)OCc1ccccc1, [H-], [Na+], CN(C)C=O. Product: CCN(Cc1cc(C(C)(C)O)ccc1Br)C(=O)OCc1ccccc1. As a reaction SMILES: [Br:1][c:2]1[c:3]([CH2:12][Br:13])[cH:4][c:5]([C:8]([CH3:9])([CH3:10])[OH:11])[cH:6][cH:7]1.[CH2:14]([c:15]1[cH:16][cH:17][cH:18][cH:19][cH:20]1)[O:21][C:22]([NH:23][CH2:24][CH3:25])=[O:26].[H-:27].[Na+:28].[O:29]=[CH:30][N:31]([CH3:32])[CH3:33]>>[Br:1][c:2]1[c:3]([CH2:12][N:23]([C:22]([O:21][CH2:14][c:15]2[cH:16][cH:17][cH:18][cH:19][cH:20]2)=[O:26])[CH2:24][CH3:25])[cH:4][c:5]([C:8]([CH3:9])([CH3:10])[OH:11])[cH:6][cH:7]1. The reactants are CC(C)(C)[O-], Cl, Oc1ccccc1F, [K+], O=C1CCO1, C1CCOC1. Product: O=C1CCOc2c(F)cccc21. RXN SMILES: [CH3:1][C:2]([CH3:3])([O-:4])[CH3:5].[ClH:20].[F:7][c:8]1[c:9]([OH:14])[cH:10][cH:11][cH:12][cH:13]1.[K+:6].[O:15]=[C:16]1[CH2:17][CH2:18][O:19]1.[O:21]1[CH2:22][CH2:23][CH2:24][CH2:25]1>>[F:7][c:8]1[c:9]2[c:10]([cH:11][cH:12][cH:13]1)[C:16](=[O:15])[CH2:17][CH2:18][O:14]2. The reactants are COc1ccc(B(O)O)cc1C, CCCNC(=O)c1nnc2c(Br)cccc2c1N. Product: CCCNC(=O)c1nnc2c(-c3ccc(OC)c(C)c3)cccc2c1N. RXN SMILES: [CH3:19][O:20][c:21]1[c:22]([CH3:30])[cH:23][c:24]([B:27]([OH:28])[OH:29])[cH:25][cH:26]1.[NH2:1][c:2]1[c:3]([C:13](=[O:14])[NH:15][CH2:16][CH2:17][CH3:18])[n:4][n:5][c:6]2[c:7]([Br:12])[cH:8][cH:9][cH:10][c:11]12>>[NH2:1][c:2]1[c:3]([C:13](=[O:14])[NH:15][CH2:16][CH2:17][CH3:18])[n:4][n:5][c:6]2[c:7](-[c:24]3[cH:23][c:22]([CH3:30])[c:21]([O:20][CH3:19])[cH:26][cH:25]3)[cH:8][cH:9][cH:10][c:11]12.